This data is from the Open Reaction Database (ORD), a public repository of structured organic reaction records. The task is: describe an organic reaction: reactants, conditions, products, and yield Starting materials: C(=O)(O)[O-].[Na+] (NaHCO3), N(C)(CC(=O)O)C(=O)OCC1=CC=CC=C1 (Z-Sar-OH), C(C)N1CCOCC1 (N-ethylmorpholine), [B-](F)(F)(F)F.CCOC(=O)C(=NOC(=[N+](C)C)N(C)C)C#N (TOTU), C(C)OC(=O)N1CCNCC1 (1-ethoxycarbonylpiperazine). Solvent: CN(C)C=O (DMF), C(C)(=O)OCC (ethyl acetate). Reaction conditions: time 12 hour. Yields the product C(C)OC(=O)N1CCN(CC1)C(CN(C)C(=O)OCC1=CC=CC=C1)=O (4-[2-(Benzyloxycarbonyl-methyl-amino)-acetyl]-piperazine-1-carboxylic acid ethyl ester). Reaction SMILES: [N:1]([C:7]([O:9][CH2:10][C:11]1[CH:16]=[CH:15][CH:14]=[CH:13][CH:12]=1)=[O:8])([CH2:3][C:4]([OH:6])=O)[CH3:2].C(N1CCOCC1)C.[B-](F)(F)(F)F.CCOC(C(C#N)=NOC(N(C)C)=[N+](C)C)=O.[CH2:47]([O:49][C:50]([N:52]1[CH2:57][CH2:56][NH:55][CH2:54][CH2:53]1)=[O:51])[CH3:48].C([O-])(O)=O.[Na+]>CN(C=O)C.C(OCC)(=O)C>[CH2:47]([O:49][C:50]([N:52]1[CH2:53][CH2:54][N:55]([C:4](=[O:6])[CH2:3][N:1]([C:7]([O:9][CH2:10][C:11]2[CH:16]=[CH:15][CH:14]=[CH:13][CH:12]=2)=[O:8])[CH3:2])[CH2:56][CH2:57]1)=[O:51])[CH3:48] |f:2.3,5.6|. Procedure details: To a solution of 500 mg Z-Sar-OH in 15 ml DMF were added 1.1 ml N-ethylmorpholine, 735 mg TOTU and 354 mg 1-ethoxycarbonylpiperazine. After stirring for 12 h, aqueous NaHCO3 was added and the reaction mixture was diluted with ethyl acetate and washed with aqueous LiCl (4%) and 0.1 M HCl. The crude product obtained after evaporation of the solvent was used without further purification. Yield: 830 mg. Reactants: CO, [H][H], CC(=O)c1ccc(OCc2ccccc2)c([N+](=O)[O-])c1. Yields the product CC(=O)c1ccc(OCc2ccccc2)c(N)c1. RXN SMILES: [CH3:23][OH:24].[H:21][H:22].[c:1]1([CH2:7][O:8][c:9]2[c:10]([N+:18]([O-:19])=[O:20])[cH:11][c:12]([C:15]([CH3:16])=[O:17])[cH:13][cH:14]2)[cH:2][cH:3][cH:4][cH:5][cH:6]1>>[c:1]1([CH2:7][O:8][c:9]2[c:10]([NH2:18])[cH:11][c:12]([C:15]([CH3:16])=[O:17])[cH:13][cH:14]2)[cH:2][cH:3][cH:4][cH:5][cH:6]1.